describe an organic reaction: reactants, conditions, products, and yield From a dataset of the Open Reaction Database (ORD), a public repository of structured organic reaction records. The reactants are C(#N)C1=CC=C(C(=O)OCC)C=C1 (ethyl p-cyanobenzoate), CO (methanol), O (water). Solvent: C(C)N(CC)CC (triethylamine). Run at temperature 82 celsius. The product is C(#N)C1=CC=C(C(=O)O)C=C1 (p-cyanobenzoic acid). Yield: 91.9%. Reaction SMILES: [C:1]([C:3]1[CH:13]=[CH:12][C:6]([C:7]([O:9]CC)=[O:8])=[CH:5][CH:4]=1)#[N:2].CO.O>C(N(CC)CC)C>[C:1]([C:3]1[CH:13]=[CH:12][C:6]([C:7]([OH:9])=[O:8])=[CH:5][CH:4]=1)#[N:2]. Procedure details: A mixture containing ethyl p-cyanobenzoate (87.5 g, 0.5 mol), methanol (192.5 g), and water (449.2 g) was placed in a 1 l-flask. The mixture was heated to 82° C., and triethylamine was added thereto so as to adjust the pH of the mixture at 9.0-9.3. Six hours after the reaction started, liquid chromatographic analysis revealed that the reaction mixture contained 67.6 g of p-cyanobenzoic acid (yield 92%). The reaction mixture was cooled to 30° C., and hydrochloric acid was added thereto to lower t... Procedure details: In a 300 milliliter, three-necked oven-dried round bottom flask equipped with a magnetic stirrer, 25 grams (0.18 mole) of 1-(4-hydroxyphenyl)ethanone and 38.6 grams (0.27 mole) of potassium carbonate (K2CO3) were suspended in 200 milliliters of acetone and the mixture was stirred at room temperature for 1 hour, forming a thick slurry. 18.6 grams (0.198 mole) of (chloromethoxy)ethane was slowly added to the reaction mixture using a dropping funnel over a period of one hour and the reaction reflux... Starting materials: OC1=CC=C(C=C1)C(C)=O (1-(4-hydroxyphenyl)ethanone), CO.C(Cl)(Cl)Cl (methanol chloroform), C([O-])([O-])=O.[K+].[K+] (potassium carbonate), ClCOCC ((chloromethoxy)ethane). The solvent is CC(=O)C (acetone). Yield: 98.9%. RXN SMILES: [OH:1][C:2]1[CH:7]=[CH:6][C:5]([C:8](=[O:10])[CH3:9])=[CH:4][CH:3]=1.C(=O)([O-])[O-].[K+].[K+].Cl[CH2:18][O:19][CH2:20][CH3:21].CO.C(Cl)(Cl)Cl>CC(C)=O>[CH2:20]([O:19][CH2:18][O:1][C:2]1[CH:7]=[CH:6][C:5]([C:8](=[O:10])[CH3:9])=[CH:4][CH:3]=1)[CH3:21] |f:1.2.3,5.6|. Reaction conditions: time 1 hour. Product: C(C)OCOC1=CC=C(C=C1)C(C)=O (1-(4-(ethoxymethoxy)phenyl)ethanone). The reactants are CC1=NNC=C1 (3-methyl-1H-pyrazole), [H-].[Na+] (sodium hydride), FC=1C=NC=CC1 (3-Fluoropyridine), O (water). The solvent is CN(C=O)C (N,N-dimethylformamide). Conditions: temperature 0 celsius, time 2 hour. Product: CC1=NN(C=C1)C=1C=NC=CC1 (3-(3-methyl-1H-pyrazol-1-yl)pyridine), CC1=CC=NN1C=1C=NC=CC1 (3-(5-methyl-1H-pyrazol-1-yl)pyridine). The yield is 6.0%. Reaction SMILES: [CH3:1][C:2]1[CH:6]=[CH:5][NH:4][N:3]=1.[H-].[Na+].F[C:10]1[CH:11]=[N:12][CH:13]=[CH:14][CH:15]=1.O>CN(C)C=O>[CH3:1][C:2]1[CH:6]=[CH:5][N:4]([C:10]2[CH:11]=[N:12][CH:13]=[CH:14][CH:15]=2)[N:3]=1.[CH3:1][C:2]1[N:3]([C:10]2[CH:11]=[N:12][CH:13]=[CH:14][CH:15]=2)[N:4]=[CH:5][CH:6]=1 |f:1.2|. Procedure: To a solution of 3-methyl-1H-pyrazole (10.99 g, 134 mmol) in N,N-dimethylformamide (100 ml) at 0° C. was added sodium hydride (3.71 g, 154 mmol, 60% dispersion). The reaction was stirred at 0° C. for 2 hours. 3-Fluoropyridine (10.0 g, 103 mmol) was added, and the reaction was stirred at 100° C. overnight. The reaction was cooled to room temperature and water was added slowly. The mixture was extracted with dichloromethane and the combined organic phases were washed with brine, concentrated and c...